Dataset: the Open Reaction Database (ORD), a public repository of structured organic reaction records. Task: describe an organic reaction: reactants, conditions, products, and yield Reactants: 76.3, 9, NC1=C(C(=NN1)NCCNC(=O)OC(C)(C)C)C#N (5-amino-3-[2-(Boc-amino)-ethylamino]-4cyano-pyrazole), C(C)OC(N(C)C)OCC (N,N-dimethylformamide diethyl acetal), C1(=CC=CC=C1)C (toluene), C(C)OC(N(C)C)OCC (N,N-dimethylformamide diethyl acetal). Solvent: C(C)O (ethanol). Conditions: temperature 100 celsius, time 5 hour. Product: C(=O)(OC(C)(C)C)NCCNC1=NNC(=C1C#N)N=CN(C)C (3-[2-(Boc-amino)-ethylamino]-4-cyano-5-(dimethylamino-methyleneamino)-pyrazole). As a reaction SMILES: [NH2:1][C:2]1[NH:6][N:5]=[C:4]([NH:7][CH2:8][CH2:9][NH:10][C:11]([O:13][C:14]([CH3:17])([CH3:16])[CH3:15])=[O:12])[C:3]=1[C:18]#[N:19].C(O[CH:23](OCC)[N:24]([CH3:26])[CH3:25])C.C1(C)C=CC=CC=1>C(O)C>[C:11]([NH:10][CH2:9][CH2:8][NH:7][C:4]1[C:3]([C:18]#[N:19])=[C:2]([N:1]=[CH:23][N:24]([CH3:26])[CH3:25])[NH:6][N:5]=1)([O:13][C:14]([CH3:15])([CH3:16])[CH3:17])=[O:12]. Reported procedure: A mixture of 76.3 9 (286.1 mmol) of 5-amino-3-[2-(Boc-amino)-ethylamino]-4cyano-pyrazole, 54 ml (315.1 mmol) of N,N-dimethylformamide diethyl acetal, 850 ml of toluene and 85 ml of ethanol is stirred at 100° C. for 5 hours. A further 24.5 ml (143 mmol) of N,N-dimethylformamide diethyl acetal are then added to the reaction mixture and stirring is continued for a further 3 hours at 100° C. After cooling to about 10° C., filtration and washing the filter residue with toluene and diethyl ether, 3-[2...